This data is from the Open Reaction Database (ORD), a public repository of structured organic reaction records. The task is: describe an organic reaction: reactants, conditions, products, and yield Starting materials: ClC=1C=C(CN2CC(OCC2)CNC(OC2=CC=C(C=C2)[N+](=O)[O-])=O)C=CC1Cl (4-Nitrophenyl [4-(3,4-dichlorobenzyl)morpholin-2-yl]methylcarbamate), ClC=1C=C(CN2C[C@@H](OCC2)CN)C=CC1Cl (1-[(2S)-4-(3,4-Dichlorobenzyl)morpholin-2-yl]methanamine), 4-nitrophenylchloroformate. Product: ClC=1C=C(CN2C[C@@H](OCC2)CNC(OC2=CC=C(C=C2)[N+](=O)[O-])=O)C=CC1Cl (4-Nitrophenyl [(2S)-4-(3,4-dichlorobenzyl)morpholin-2-yl]methylcarbamate). Reaction SMILES: [Cl:1][C:2]1[CH:3]=[C:4]([CH:26]=[CH:27][C:28]=1[Cl:29])[CH2:5][N:6]1[CH2:11][CH2:10][O:9][CH:8]([CH2:12][NH:13][C:14](=[O:25])[O:15][C:16]2[CH:21]=[CH:20][C:19]([N+:22]([O-:24])=[O:23])=[CH:18][CH:17]=2)[CH2:7]1.ClC1C=C(C=CC=1Cl)CN1CCO[C@@H](CN)C1.C1C([N+]([O-])=O)=CC=C([Cl-]C([O-])=O)C=1>>[Cl:1][C:2]1[CH:3]=[C:4]([CH:26]=[CH:27][C:28]=1[Cl:29])[CH2:5][N:6]1[CH2:11][CH2:10][O:9][C@@H:8]([CH2:12][NH:13][C:14](=[O:25])[O:15][C:16]2[CH:17]=[CH:18][C:19]([N+:22]([O-:24])=[O:23])=[CH:20][CH:21]=2)[CH2:7]1. Reported procedure: Intermediate 13 was prepared in an analogous manner to Intermediate 10 from Intermediate 11 (0.225 g) and 4-nitrophenylchloroformate (0.182 g) to yield the title compound (0.2 g). Starting materials: C(C)(=O)O[C@H]1[C@@H](O[C@@H]([C@H]([C@@H]1OC(C)=O)OC(C)=O)COC(C)=O)N1C=C(C=2C1=NC=CC2)C=2C(N(C(C2C2=CNC1=NC=CC=C12)=O)C)=O (3-[1-(2,3,4,6-tetra-O-acetyl-β-D-glucopyranosyl)-1H-pyrrolo[2,3-b]-pyrid-3-yl]-1-methyl-4-(1H-pyrrolo[2,3-b]pyrid-3-yl)-1H-pyrrole-2,5-dione), [OH-].[NH4+] (ammonium hydroxide). The solvent is CO (methanol). Conditions: time 26 hour. Product: CN1C(C(=C(C1=O)C1=CNC2=NC=CC=C21)C2=CN(C1=NC=CC=C12)[C@H]1[C@H](O)[C@@H](O)[C@H](O)[C@H](O1)CO)=O (1-methyl-3-[1-(β-D-glucopyranosyl)-1H-pyrrolo[2,3-b]pyrid-3-yl]-4-(1H-pyrrolo[2,3-b]pyrid-3-yl)-1H-pyrrole-2,5-dione). As a reaction SMILES: C([O:4][C@@H:5]1[C@@H:10]([O:11]C(=O)C)[C@H:9]([O:15]C(=O)C)[C@@H:8]([CH2:19][O:20]C(=O)C)[O:7][C@H:6]1[N:24]1[C:28]2=[N:29][CH:30]=[CH:31][CH:32]=[C:27]2[C:26]([C:33]2[C:34](=[O:49])[N:35]([CH3:48])[C:36](=[O:47])[C:37]=2[C:38]2[C:46]3[C:41](=[N:42][CH:43]=[CH:44][CH:45]=3)[NH:40][CH:39]=2)=[CH:25]1)(=O)C.[OH-].[NH4+]>CO>[CH3:48][N:35]1[C:36](=[O:47])[C:37]([C:38]2[C:46]3[C:41](=[N:42][CH:43]=[CH:44][CH:45]=3)[NH:40][CH:39]=2)=[C:33]([C:26]2[C:27]3[C:28](=[N:29][CH:30]=[CH:31][CH:32]=3)[N:24]([C@@H:6]3[O:7][C@H:8]([CH2:19][OH:20])[C@@H:9]([OH:15])[C@H:10]([OH:11])[C@H:5]3[OH:4])[CH:25]=2)[C:34]1=[O:49] |f:1.2|. Procedure: To a solution of the compound of Example 14b (0.054 mmol), dissolved in 14 ml of methanol, there is added 28% aqueous ammonium hydroxide solution (10 ml). The reaction mixture is stirred for 26 hours at ambient temperature. After evaporating off the solvents, the residue is purified by chromatography on silica gel (ethyl acetate/methanol: 9/1), allowing the expected product to be isolated.